This data is from the Open Reaction Database (ORD), a public repository of structured organic reaction records. The task is: describe an organic reaction: reactants, conditions, products, and yield The reactants are CO, Cl, CC1(C(NC(CO)c2ccccc2)C(=O)O)CC1. Product: Cl, CC1(C(N)C(=O)O)CC1. Reaction SMILES: [CH3:20][OH:21].[ClH:19].[OH:1][CH2:2][CH:3]([c:4]1[cH:5][cH:6][cH:7][cH:8][cH:9]1)[NH:10][CH:11]([C:12](=[O:13])[OH:14])[C:15]1([CH3:18])[CH2:16][CH2:17]1>>[ClH:19].[NH2:10][CH:11]([C:12](=[O:13])[OH:14])[C:15]1([CH3:18])[CH2:16][CH2:17]1. The reactants are CI, O=C(OC1CN2CCC1CC2)C1(c2ccccc2)CCCC1. The product is [I-], C[N+]12CCC(CC1)C(OC(=O)C1(c3ccccc3)CCCC1)C2. RXN SMILES: [I:23][CH3:24].[c:1]1([C:7]2([C:12](=[O:13])[O:14][CH:15]3[CH2:16][N:17]4[CH2:18][CH2:19][CH:20]3[CH2:21][CH2:22]4)[CH2:8][CH2:9][CH2:10][CH2:11]2)[cH:2][cH:3][cH:4][cH:5][cH:6]1>>[I-:23].[c:1]1([C:7]2([C:12](=[O:13])[O:14][CH:15]3[CH2:16][N+:17]4([CH3:24])[CH2:18][CH2:19][CH:20]3[CH2:21][CH2:22]4)[CH2:8][CH2:9][CH2:10][CH2:11]2)[cH:2][cH:3][cH:4][cH:5][cH:6]1. Run at temperature 60 celsius, time 16 hour. Starting materials: C(C)OC(=O)N1CCC2=C(C=3C(CCC3C=C2)C2CC2)CC1 (1-Cyclopropyl-1,3,6,7,9,10-hexahydro-2H-8-aza-cyclohepta[e]indene-8-carboxylic acid ethyl ester), [Si](C)(C)(C)I (TMSI). Isolated yield 59.2%. RXN SMILES: C(OC([N:6]1[CH2:22][CH2:21][C:10]2[C:11]3[CH:12]([CH:18]4[CH2:20][CH2:19]4)[CH2:13][CH2:14][C:15]=3[CH:16]=[CH:17][C:9]=2[CH2:8][CH2:7]1)=O)C.[Si](I)(C)(C)C>C(Cl)(Cl)Cl>[CH:18]1([CH:12]2[C:11]3[C:10]4[CH2:21][CH2:22][NH:6][CH2:7][CH2:8][C:9]=4[CH:17]=[CH:16][C:15]=3[CH2:14][CH2:13]2)[CH2:19][CH2:20]1. The solvent is C(Cl)(Cl)Cl (CHCl3). The product is C1(CC1)C1CCC=2C=CC3=C(C12)CCNCC3 (1-Cyclopropyl-1,2,3,6,7,8,9,10-octahydro-8-aza-cyclohepta[e]indene). Reported procedure: Into a 20 ml vial, the product from step (b) (103 mg, 0.394 mmol) in CHCl3 (2 ml) was placed. To this solution, TMSI (468 μL, 3.44 mmol) was added. The reaction mixture was heated at 60° C. for 2 hours and then at room temperature for 16 hours. The volatiles were evaporated in vacuo and 2M HCl (5 ml) and water (25 ml) were added. The aqueous mixture was washed with diethyl ether (2×). The aqueous layer was then basified with 2M NaOH to pH 10 and extracted with DCM (3×). The combined DCM extracts... The reactants are solid, Cl.Cl.O1CCC2=C1C=CC=C2C2CCN(CC2)CC[C@@H]2CC[C@H](CC2)N (trans-4-{2-[4-(2,3-dihydro-benzofuran-4-yl)-piperidin-1-yl]-ethyl}-cyclohexylamine dihydrochloride), Cl.Cl.O1CCC2=C1C=CC=C2C2CCN(CC2)CC[C@@H]2CC[C@H](CC2)N (trans-4-{2-[4-(2,3-dihydro-benzofuran-4-yl)-piperidin-1-yl]-ethyl}-cyclohexylamine dihydrochloride), O1CCC(CC1)CC(=O)O (tetrahydropyran-4-yl-acetic acid). The product is O1CCC2=C1C=CC=C2C2CCN(CC2)CC[C@@H]2CC[C@H](CC2)NC(CC2CCOCC2)=O (trans-N-(4-{2-[4-(2,3-Dihydro-benzofuran-4-yl)-piperidin-1-yl]-ethyl}-cyclohexyl)-2-(tetrahydro-pyran-4-yl)-acetamide). Reaction SMILES: Cl.Cl.[O:3]1[C:7]2[CH:8]=[CH:9][CH:10]=[C:11]([CH:12]3[CH2:17][CH2:16][N:15]([CH2:18][CH2:19][C@H:20]4[CH2:25][CH2:24][C@H:23]([NH2:26])[CH2:22][CH2:21]4)[CH2:14][CH2:13]3)[C:6]=2[CH2:5][CH2:4]1.[O:27]1[CH2:32][CH2:31][CH:30]([CH2:33][C:34](O)=[O:35])[CH2:29][CH2:28]1>>[O:3]1[C:7]2[CH:8]=[CH:9][CH:10]=[C:11]([CH:12]3[CH2:17][CH2:16][N:15]([CH2:18][CH2:19][C@H:20]4[CH2:21][CH2:22][C@H:23]([NH:26][C:34](=[O:35])[CH2:33][CH:30]5[CH2:31][CH2:32][O:27][CH2:28][CH2:29]5)[CH2:24][CH2:25]4)[CH2:14][CH2:13]3)[C:6]=2[CH2:5][CH2:4]1 |f:0.1.2|. Procedure: The title compound, off-white solid (67 mg, 79%), MS (ISP) m/z=455.5 [(M+H)+], mp 191° C., was prepared in accordance with the general method of example 1 from trans-4-{2-[4-(2,3-dihydro-benzofuran-4-yl)-piperidin-1-yl]-ethyl}-cyclohexylamine dihydrochloride (intermediate B) (75 mg, 0.19 mmol) and tetrahydropyran-4-yl-acetic acid. Reactants: ClCCl (dichloromethane), C(C1=CC=CC=C1)(=O)OCC1=C(C(=NO1)C)B(O)O ({5-[(benzoyloxy)methyl]-3-methylisoxazol-4-yl}boronic acid), ClCCl (dichloromethane), BrC1=CC=C2C=3N(C(COC31)C3=NC=CC=C3)C(N2)=O (7-bromo-4-pyridin-2-yl-4,5-dihydroimidazo[1,5,4-de][1,4]benzoxazin-2(1H)-one), C(C1=CC=CC=C1)(=O)OCC1=C(C(=NO1)C)B(O)O ({5-[(benzoyloxy)methyl]-3-methylisoxazol-4-yl}boronic acid). Reagents/catalysts: C1=CC=C(C=C1)P([C-]2C=CC=C2)C3=CC=CC=C3.C1=CC=C(C=C1)P([C-]2C=CC=C2)C3=CC=CC=C3.Cl[Pd]Cl.[Fe+2] ([1,1′-bis(diphenylphosphino)ferrocene]dichloropalladium(II)), Cl[Pd]Cl.C1(=CC=CC=C1)P([C-]1C=CC=C1)C1=CC=CC=C1.[C-]1(C=CC=C1)P(C1=CC=CC=C1)C1=CC=CC=C1.[Fe+2] ([1,1′-bis(diphenylphosphino)ferrocene]-dichloropalladium(II)). Run in O1CCOCC1 (1,4-dioxane), O (water). Reaction conditions: temperature 80 celsius. Yields the product C(C1=CC=CC=C1)(=O)OCC1=C(C(=NO1)C)C1=CC=C2C=3N(C(COC31)C3=NC=CC=C3)C(N2)=O ([3-Methyl-4-(2-oxo-4-pyridin-2-yl-1,2,4,5-tetrahydroimidazo[1,5,4-de][1,4]benzoxazin-7-yl)isoxazol-5-yl]methyl benzoate). Yield: 60.7%. Reaction SMILES: Br[C:2]1[C:11]2[O:10][CH2:9][CH:8]([C:12]3[CH:17]=[CH:16][CH:15]=[CH:14][N:13]=3)[N:7]3[C:18](=[O:20])[NH:19][C:5]([C:6]=23)=[CH:4][CH:3]=1.[C:21]([O:29][CH2:30][C:31]1[O:35][N:34]=[C:33]([CH3:36])[C:32]=1B(O)O)(=[O:28])[C:22]1[CH:27]=[CH:26][CH:25]=[CH:24][CH:23]=1.ClCCl>O1CCOCC1.O.C1C=CC(P(C2C=CC=CC=2)[C-]2C=CC=C2)=CC=1.C1C=CC(P(C2C=CC=CC=2)[C-]2C=CC=C2)=CC=1.Cl[Pd]Cl.[Fe+2]>[C:21]([O:29][CH2:30][C:31]1[O:35][N:34]=[C:33]([CH3:36])[C:32]=1[C:2]1[C:11]2[O:10][CH2:9][CH:8]([C:12]3[CH:17]=[CH:16][CH:15]=[CH:14][N:13]=3)[N:7]3[C:18](=[O:20])[NH:19][C:5]([C:6]=23)=[CH:4][CH:3]=1)(=[O:28])[C:22]1[CH:23]=[CH:24][CH:25]=[CH:26][CH:27]=1 |f:5.6.7.8|. Procedure details: A solution of 7-bromo-4-pyridin-2-yl-4,5-dihydroimidazo[1,5,4-de][1,4]benzoxazin-2(1H)-one (687 mg, 2.07 mmol) and {5-[(benzoyloxy)methyl]-3-methylisoxazol-4-yl}boronic acid (1.08 g, 4.14 mmol) in 1,4-dioxane (15.7 mL) and water (4 mL) was degassed with nitrogen. The reaction mixture was treated with [1,1′-bis(diphenylphosphino)ferrocene]dichloropalladium(II), complex with dichloromethane (1:1) (253 mg, 0.310 mmol), degassed with nitrogen, and heated in a sealed tube at 80° C. for 30 min, at whi... Reactants: CO, OC1(c2ccc(Cl)cc2)CCNCC1, ClC(Cl)Cl, c1ccccc1, O=C(c1cccs1)N1CC1. The product is O=C(NCCN1CCC(O)(c2ccc(Cl)cc2)CC1)c1cccs1. RXN SMILES: [CH3:25][OH:26].[Cl:11][c:12]1[cH:13][cH:14][c:15]([C:18]2([OH:24])[CH2:19][CH2:20][NH:21][CH2:22][CH2:23]2)[cH:16][cH:17]1.[Cl:33][CH:34]([Cl:35])[Cl:36].[cH:27]1[cH:28][cH:29][cH:30][cH:31][cH:32]1.[s:1]1[c:2]([C:6](=[O:7])[N:8]2[CH2:9][CH2:10]2)[cH:3][cH:4][cH:5]1>>[s:1]1[c:2]([C:6](=[O:7])[NH:8][CH2:10][CH2:9][N:21]2[CH2:20][CH2:19][C:18]([c:15]3[cH:14][cH:13][c:12]([Cl:11])[cH:17][cH:16]3)([OH:24])[CH2:23][CH2:22]2)[cH:3][cH:4][cH:5]1. Starting materials: Cl (HCl), COC1=CC=C(C=C1)C1CCC(CC1)=O (4-(4-methoxyphenyl)cyclohexanone), [Cl-].COC[P+](C1=CC=CC=C1)(C1=CC=CC=C1)C1=CC=CC=C1 ((methoxymethyl)triphenylphosphonium chloride), C[Si]([N-][Si](C)(C)C)(C)C.[K+] (Potassium hexamethyldisilazide). Solvent: O (water), C1CCOC1 (THF), CCOC(=O)C (EtOAc), C1CCOC1 (THF). Conditions: temperature 0 celsius, time 15 minute. Product: COC1=CC=C(C=C1)[C@@H]1CC[C@H](CC1)C=O (trans-4-(4-methoxyphenyl)cyclohexanecarbaldehyde). RXN SMILES: [Cl-].[CH3:2][O:3]C[P+](C1C=CC=CC=1)(C1C=CC=CC=1)C1C=CC=CC=1.C[Si](C)(C)[N-][Si](C)(C)C.[K+].[CH3:34][O:35][C:36]1[CH:41]=[CH:40][C:39]([CH:42]2[CH2:47][CH2:46][C:45](=O)[CH2:44][CH2:43]2)=[CH:38][CH:37]=1.Cl>C1COCC1.CCOC(C)=O.O>[CH3:34][O:35][C:36]1[CH:41]=[CH:40][C:39]([C@H:42]2[CH2:47][CH2:46][C@H:45]([CH:2]=[O:3])[CH2:44][CH2:43]2)=[CH:38][CH:37]=1 |f:0.1,2.3|. Procedure: A suspension of (methoxymethyl)triphenylphosphonium chloride (4632 mg, 13.51 mmol) in THF (60 mL) was cooled to 0° C. Potassium hexamethyldisilazide (22.52 ml, 11.26 mmol) was added dropwise via syringe and the solution turned dark red. After the reaction was stirred at 0° C. for 15 minutes, 4-(4-methoxyphenyl)cyclohexanone (920 mg, 4.50 mmol) was added as a solution in THF (15 mL). The reaction was warmed to r.t. and stirred at r.t. for 2 hours. Next, 5 mL of concentrated HCl was added to 10 mL...